From a dataset of the Open Reaction Database (ORD), a public repository of structured organic reaction records. describe an organic reaction: reactants, conditions, products, and yield Reactants: FC(S(=O)(=O)OC1=C(C=2C(=NON2)C=C1)C)(F)F (4-methyl-2,1,3-benzoxadiazol-5-yl trifluoromethanesulfonate), C(=C)[B-](F)(F)F.[K+] (potassium vinyltrifluoroborate), Pd (dppf)2Cl2. Run in CCO (EtOH), TEA. Yields the product C(=C)C1=C(C=2C(=NON2)C=C1)C (5-ethenyl-4-methyl-2,1,3-benzoxadiazole). Reaction SMILES: FC(F)(F)S(O[C:7]1[CH:15]=[CH:14][C:10]2=[N:11][O:12][N:13]=[C:9]2[C:8]=1[CH3:16])(=O)=O.[CH:19]([B-](F)(F)F)=[CH2:20].[K+]>CCO>[CH:19]([C:7]1[CH:15]=[CH:14][C:10]2=[N:11][O:12][N:13]=[C:9]2[C:8]=1[CH3:16])=[CH2:20] |f:1.2|. Procedure: The mixture of 4-methyl-2,1,3-benzoxadiazol-5-yl trifluoromethanesulfonate (3.90 g, 13.8 mmol), potassium vinyltrifluoroborate (2.22 g, 16.6 mmol) and Pd (dppf)2Cl2 (0.5 g) in 50 mL of EtOH and 15 mL of TEA was refluxed under Ar for 4 hours. Concentrated, the residue was purified by silica column chromatography (PE:EtOAc=20:1) to afford 5-ethenyl-4-methyl-2,1,3-benzoxadiazole. Reactants: FC1=C(C=C(C(=C1I)F)OC)OC (2,4-difluoro-3-iodo-1,5-dimethoxybenzene), C(C)(C)[Mg]Cl (isopropyl magnesium chloride), C(C)(C)OB1OC(C(O1)(C)C)(C)C (2-isopropoxy-4,4,5,5-tetramethyl-1,3,2-dioxaborolane). The solvent is C1CCOC1 (THF), C1CCOC1 (THF). Run at time 10 minute. Product: FC1=C(C(=C(C=C1OC)OC)F)B1OC(C(O1)(C)C)(C)C (2-(2,6-difluoro-3,5-dimethoxyphenyl)-4,4,5,5-tetramethyl-1,3,2-dioxaborolane). Yield: 80.0%. RXN SMILES: [F:1][C:2]1[C:7](I)=[C:6]([F:9])[C:5]([O:10][CH3:11])=[CH:4][C:3]=1[O:12][CH3:13].C([Mg]Cl)(C)C.C(O[B:23]1[O:27][C:26]([CH3:29])([CH3:28])[C:25]([CH3:31])([CH3:30])[O:24]1)(C)C>C1COCC1>[F:1][C:2]1[C:3]([O:12][CH3:13])=[CH:4][C:5]([O:10][CH3:11])=[C:6]([F:9])[C:7]=1[B:23]1[O:27][C:26]([CH3:29])([CH3:28])[C:25]([CH3:31])([CH3:30])[O:24]1. Procedure details: To a solution of 2,4-difluoro-3-iodo-1,5-dimethoxybenzene (1.50 g, 5.00 mmol) in tetrahedrofuran (THF, 20 mL) was slowly added 2.0 M isopropyl magnesium chloride in THF (2.87 mL, 5.75 mmol) at −10° C. under an atmosphere of nitrogen. After 10 min., 2-isopropoxy-4,4,5,5-tetramethyl-1,3,2-dioxaborolane (1.27 mL, 6.25 mmol)(Aldrich, Cat. No. 417149) was added. The reaction mixture was then stirred at ambient temperature for 2 h. The mixture was quenched with sat. NH4Cl, and extracted with ethyl ace... As a reaction SMILES: [C:13](=[O:14])([O-:15])[O-:16].[C:19](#[N:20])[c:21]1[c:22]([OH:27])[cH:23][cH:24][cH:25][cH:26]1.[CH3:30][N:31]([CH3:32])[CH:33]=[O:34].[Cl-:28].[Cl:1][c:2]1[n:3][cH:4][n:5][c:6]([O:8][CH2:9][C:10]#[C:11][CH3:12])[cH:7]1.[K+:17].[K+:18].[NH4+:29]>>[c:2]1([O:27][c:22]2[c:21]([C:19]#[N:20])[cH:26][cH:25][cH:24][cH:23]2)[n:3][cH:4][n:5][c:6]([O:8][CH2:9][C:10]#[C:11][CH3:12])[cH:7]1. Reactants: O=C([O-])[O-], N#Cc1ccccc1O, CN(C)C=O, [Cl-], CC#CCOc1cc(Cl)ncn1, [K+], [K+], [NH4+]. Product: CC#CCOc1cc(Oc2ccccc2C#N)ncn1. Starting materials: CC1(N(C(N(CC1)C1=CC=C(C=C1)SC(F)(F)F)=O)CC1=CNC2=NC=CC=C21)C (4,4-dimethyl-3-(1H-pyrrolo[2,3-b]pyridin-3-ylmethyl)-1-{4-[(trifluoromethyl)sulfanyl]phenyl}tetrahydropyrimidin-2(1H)-one), NC(CO)(C)C (2-amino-2-methyl-1-propanol), FC(OC1=CC=C(C=C1)N=C=O)(F)F (4-(trifluoromethoxy)phenylisocyanate). The product is OCC(C)(C)NC(=O)NC1=CC=C(C=C1)OC(F)(F)F (1-(1-hydroxy-2-methylpropan-2-yl)-3-[4-(trifluoromethoxy)phenyl]urea). Reaction SMILES: CC1(C)CCN(C2C=CC(SC(F)(F)F)=CC=2)C(=O)N1CC1C2C(=NC=CC=2)NC=1.[NH2:31][C:32]([CH3:36])([CH3:35])[CH2:33][OH:34].[F:37][C:38]([F:50])([F:49])[O:39][C:40]1[CH:45]=[CH:44][C:43]([N:46]=[C:47]=[O:48])=[CH:42][CH:41]=1>>[OH:34][CH2:33][C:32]([NH:31][C:47]([NH:46][C:43]1[CH:44]=[CH:45][C:40]([O:39][C:38]([F:37])([F:49])[F:50])=[CH:41][CH:42]=1)=[O:48])([CH3:36])[CH3:35]. Procedure: 1-(1-hydroxy-2-methylpropan-2-yl)-3-[4-(trifluoromethoxy)phenyl]urea was prepared similar to compound 5, but the following reagents were used: 2-amino-2-methyl-1-propanol and 4-(trifluoromethoxy)phenylisocyanate. LCMS [M+H]+=293.1. Reactants: CCOC(=O)c1ncc2[nH]c3ccc(C4CC=CCC4)cc3c2c1C, CCO. Yields the product CCOC(=O)c1ncc2[nH]c3ccc(C4CCCCC4)cc3c2c1C. RXN SMILES: [CH2:1]([CH3:2])[O:3][C:4](=[O:5])[c:6]1[n:7][cH:8][c:9]2[nH:10][c:11]3[cH:12][cH:13][c:14]([CH:20]4[CH2:21][CH:22]=[CH:23][CH2:24][CH2:25]4)[cH:15][c:16]3[c:17]2[c:18]1[CH3:19].[CH3:26][CH2:27][OH:28]>>[CH2:1]([CH3:2])[O:3][C:4](=[O:5])[c:6]1[n:7][cH:8][c:9]2[nH:10][c:11]3[cH:12][cH:13][c:14]([CH:20]4[CH2:21][CH2:22][CH2:23][CH2:24][CH2:25]4)[cH:15][c:16]3[c:17]2[c:18]1[CH3:19].